This data is from the Open Reaction Database (ORD), a public repository of structured organic reaction records. The task is: describe an organic reaction: reactants, conditions, products, and yield The reactants are C(C)N(C(C)C)C(C)C (Ethyldiisopropylamine), CS(=O)(=O)C1=CC=C(C=C1)C=1C=CC2=C(CC(O2)C2CCNCC2)C1 (4-[5-(4-methanesulfonyl-phenyl)-2,3-dihydro-benzofuran-2-yl]-piperidine), Cl.C(C)N(C(C)C)C(C)C (ethyldiisopropylamine hydrochloride). The solvent is ClCCl (dichloromethane), O1CCCC1 (tetrahydrofuran), O (water), C(C)(=O)OCC (ethyl acetate), ClCCl (Dichloromethane), O (water). The product is CS(=O)(=O)C1=CC=C(C=C1)C=1C=CC2=C(CC(O2)C2CCN(CC2)C#N)C1 (4-[5-(4-Methanesulfonyl-phenyl)-2,3-dihydro-benzofuran-2-yl]-piperidine-1-carbonitrile). As a reaction SMILES: [CH2:1]([N:3](C(C)C)C(C)C)C.[CH3:10][S:11]([C:14]1[CH:19]=[CH:18][C:17]([C:20]2[CH:21]=[CH:22][C:23]3[O:27][CH:26]([CH:28]4[CH2:33][CH2:32][NH:31][CH2:30][CH2:29]4)[CH2:25][C:24]=3[CH:34]=2)=[CH:16][CH:15]=1)(=[O:13])=[O:12].Cl.C(N(C(C)C)C(C)C)C>ClCCl.O1CCCC1.O.C(OCC)(=O)C>[CH3:10][S:11]([C:14]1[CH:15]=[CH:16][C:17]([C:20]2[CH:21]=[CH:22][C:23]3[O:27][CH:26]([CH:28]4[CH2:33][CH2:32][N:31]([C:1]#[N:3])[CH2:30][CH2:29]4)[CH2:25][C:24]=3[CH:34]=2)=[CH:18][CH:19]=1)(=[O:12])=[O:13] |f:2.3|. Procedure details: Ethyldiisopropylamine (0.96 mL) and bromonitirile (175 mg) are added to a solution of 4-[5-(4-methanesulfonyl-phenyl)-2,3-dihydro-benzofuran-2-yl]-piperidine (400 mg) in dichloromethane (10 mL) and tetrahydrofuran (10 mL), and the reaction mixture is stirred over night at room temperature. Dichloromethane and water are added and the organic phase is separated and washed with water, 10% NH4Cl solution, and brine, and dried over MgSO4. The solvent is evaporated and the residue is triturated with d... The reactants are N#CCBr, COC(=O)C1CCC(c2ccc(OCc3ccccc3)cc2)N1C(=O)OC(C)(C)C. Product: COC(=O)C1(CC#N)CCC(c2ccc(OCc3ccccc3)cc2)N1C(=O)OC(C)(C)C. Reaction SMILES: [Br:31][CH2:32][C:33]#[N:34].[c:1]1([CH2:7][O:8][c:9]2[cH:10][cH:11][c:12]([CH:15]3[CH2:16][CH2:17][CH:18]([C:27](=[O:28])[O:29][CH3:30])[N:19]3[C:20](=[O:21])[O:22][C:23]([CH3:24])([CH3:25])[CH3:26])[cH:13][cH:14]2)[cH:2][cH:3][cH:4][cH:5][cH:6]1>>[c:1]1([CH2:7][O:8][c:9]2[cH:10][cH:11][c:12]([CH:15]3[CH2:16][CH2:17][C:18]([C:27](=[O:28])[O:29][CH3:30])([CH2:32][C:33]#[N:34])[N:19]3[C:20](=[O:21])[O:22][C:23]([CH3:24])([CH3:25])[CH3:26])[cH:13][cH:14]2)[cH:2][cH:3][cH:4][cH:5][cH:6]1.